This data is from the Open Reaction Database (ORD), a public repository of structured organic reaction records. The task is: describe an organic reaction: reactants, conditions, products, and yield The reactants are Cl (hydrochloride), C(N)(=N)C=1C=CC2=C(C=C(O2)C(=O)O)C1 (5-amidino-2-benzofurancarboxylic acid), [OH-].[Na+] (sodium hydroxide), C(C1=CC=CC=C1)OC(=O)Cl (benzyloxycarbonyl chloride). The solvent is O1CCCC1 (Tetrahydrofuran). Reaction conditions: time 30 minute. Product: C(C1=CC=CC=C1)OC(=O)NC(=N)C=1C=CC2=C(C=C(O2)C(=O)O)C1 (5-(benzyloxycarbonylamidino)-2-benzofurancarboxylic acid). Yield: 75.0%. RXN SMILES: Cl.[C:2]([C:5]1[CH:6]=[CH:7][C:8]2[O:12][C:11]([C:13]([OH:15])=[O:14])=[CH:10][C:9]=2[CH:16]=1)(=[NH:4])[NH2:3].[OH-].[Na+].[CH2:19]([O:26][C:27](Cl)=[O:28])[C:20]1[CH:25]=[CH:24][CH:23]=[CH:22][CH:21]=1>O1CCCC1>[CH2:19]([O:26][C:27]([NH:4][C:2]([C:5]1[CH:6]=[CH:7][C:8]2[O:12][C:11]([C:13]([OH:15])=[O:14])=[CH:10][C:9]=2[CH:16]=1)=[NH:3])=[O:28])[C:20]1[CH:25]=[CH:24][CH:23]=[CH:22][CH:21]=1 |f:2.3|. Reported procedure: Tetrahydrofuran (200 ml) was added to hydrochloride (7.55 g, 31.4 mmol) of 5-amidino-2-benzofurancarboxylic acid, and the mixture was ice-cooled. The mixture was maintained at pH 10 with a 1N aqueous sodium hydroxide solution while dropwise addition of benzyloxycarbonyl chloride (6.74 ml, 47.0 mmol) over about 15 minutes. The mixture was stirred for 30 minutes and then at room temperature for 2 hours. The reaction mixture was concentrated under reduced pressure. The resulting precipitate was col... The reactants are CSC(=C[N+](=O)[O-])NCCSCc1cc(CN(C)C)ccn1, CN, CCO. Product: CNC(=C[N+](=O)[O-])NCCSCc1cc(CN(C)C)ccn1. RXN SMILES: [CH3:1][N:2]([CH3:3])[CH2:4][c:5]1[cH:6][c:7]([CH2:11][S:12][CH2:13][CH2:14][NH:15][C:16](=[CH:17][N+:18](=[O:19])[O-:20])[S:21][CH3:22])[n:8][cH:9][cH:10]1.[CH3:23][NH2:24].[CH3:25][CH2:26][OH:27]>>[CH3:1][N:2]([CH3:3])[CH2:4][c:5]1[cH:6][c:7]([CH2:11][S:12][CH2:13][CH2:14][NH:15][C:16](=[CH:17][N+:18](=[O:19])[O-:20])[NH:24][CH3:23])[n:8][cH:9][cH:10]1. Reactants: ClC1=CC=C(C(=O)N2C[C@@H](CC2)NC2=CC=C(C=C2)/C=C/C(=O)OCC)C=C1 (ethyl (2E)-3-(4-{[(3R)-1-(4-chlorobenzoyl)-3-pyrrolidinyl]amino}phenyl)acrylate), [OH-].[Na+] (NaOH). Run in O (water), O1CCOCC1 (dioxane). Conditions: temperature 70 celsius. Yields the product ClC1=CC=C(C(=O)N2C[C@@H](CC2)NC2=CC=C(C=C2)/C=C/C(=O)O)C=C1 ((2E)-3-(4-{[(3R)-1-(4-chlorobenzoyl)-3-pyrrolidinyl]amino}phenyl)acrylic acid). Isolated yield 37.3%. As a reaction SMILES: [Cl:1][C:2]1[CH:28]=[CH:27][C:5]([C:6]([N:8]2[CH2:12][CH2:11][C@@H:10]([NH:13][C:14]3[CH:19]=[CH:18][C:17](/[CH:20]=[CH:21]/[C:22]([O:24]CC)=[O:23])=[CH:16][CH:15]=3)[CH2:9]2)=[O:7])=[CH:4][CH:3]=1.[OH-].[Na+]>O1CCOCC1.O>[Cl:1][C:2]1[CH:28]=[CH:27][C:5]([C:6]([N:8]2[CH2:12][CH2:11][C@@H:10]([NH:13][C:14]3[CH:19]=[CH:18][C:17](/[CH:20]=[CH:21]/[C:22]([OH:24])=[O:23])=[CH:16][CH:15]=3)[CH2:9]2)=[O:7])=[CH:4][CH:3]=1 |f:1.2|. Procedure details: To a solution of ethyl (2E)-3-(4-{[(3R)-1-(4-chlorobenzoyl)-3-pyrrolidinyl]amino}phenyl)acrylate (297 mg) in dioxane (3 mL) was added 1N NaOH aq solution (2.23 mL), and the mixture was heated at 70° C. for 18 hours. Resulting mixture was diluted with water and washed with ether. The pH value of aqueous phase was adjusted to 5, and the precipitate was collected by filtration and dried in vacuo to give (2E)-3-(4-{[(3R)-1-(4-chlorobenzoyl)-3-pyrrolidinyl]amino}phenyl)acrylic acid (103 mg) as pale y... The reactants are ClC=1C=C2C(C(NC2=CC1)=O)(C1=C(C=CC=C1)OC)N[C@H](C(=O)N(C)C)CO ((2S)-2-{[5-chloro-3-(2-methoxyphenyl)-2-oxo-2,3-dihydro-1H-indol-3-yl]amino}-3-hydroxy-N,N-dimethylpropanamide), COC1=CC(=C(C=C1)S(=O)(=O)Cl)OC(F)(F)F (4-methoxy-2-(trifluoromethoxy)benzene sulfonyl chloride). Product: ClC=1C=C2C(C(N(C2=CC1)S(=O)(=O)C1=C(C=C(C=C1)OC)OC(F)(F)F)=O)(C1=C(C=CC=C1)OC)N[C@H](C(=O)N(C)C)CO ((2S)-2-[(5-chloro-3-(2-methoxyphenyl)-1-{[4-methoxy-2-(trifluoromethoxy)phenyl]sulfonyl}-2-oxo-2,3-dihydro-1H-indol-3-yl)amino]-3-hydroxy-N,N-dimethylpropanamide). As a reaction SMILES: [Cl:1][C:2]1[CH:3]=[C:4]2[C:8](=[CH:9][CH:10]=1)[NH:7][C:6](=[O:11])[C:5]2([NH:20][C@@H:21]([CH2:27][OH:28])[C:22]([N:24]([CH3:26])[CH3:25])=[O:23])[C:12]1[CH:17]=[CH:16][CH:15]=[CH:14][C:13]=1[O:18][CH3:19].[CH3:29][O:30][C:31]1[CH:36]=[CH:35][C:34]([S:37](Cl)(=[O:39])=[O:38])=[C:33]([O:41][C:42]([F:45])([F:44])[F:43])[CH:32]=1>>[Cl:1][C:2]1[CH:3]=[C:4]2[C:8](=[CH:9][CH:10]=1)[N:7]([S:37]([C:34]1[CH:35]=[CH:36][C:31]([O:30][CH3:29])=[CH:32][C:33]=1[O:41][C:42]([F:43])([F:44])[F:45])(=[O:39])=[O:38])[C:6](=[O:11])[C:5]2([NH:20][C@@H:21]([CH2:27][OH:28])[C:22]([N:24]([CH3:25])[CH3:26])=[O:23])[C:12]1[CH:17]=[CH:16][CH:15]=[CH:14][C:13]=1[O:18][CH3:19]. Reported procedure: With 0.88 g of the compound obtained in Step 65-3 and 0.649 g of 4-methoxy-2-(trifluoromethoxy)benzene sulfonyl chloride as starting materials, respectively 140 mg (Isomer A, colorless amorphous) and 170 mg (Isomer B, colorless amorphous) of two species of diastereoisomers of the title compound were obtained by a similar method to Example 2. Starting materials: 10B, ClC=1C=C(C=CC1OC(F)(F)F)CN ((3-chloro-4-(trifluoromethoxy)phenyl)methanamine), C(C)OC1=C(C=O)C(=CC=C1)F (2-ethoxy-6-fluorobenzaldehyde), 10F, 10D. Yields the product ClC1C(N(C(C1)C1=C(C=CC=C1F)OCC)CC1=CC(=C(C=C1)OC(F)(F)F)Cl)=O (rac-(3S*,5S*)-3-chloro-1-(3-chloro-4-(trifluoromethoxy)benzyl)-5-(2-ethoxy-6-fluorophenyl)pyrrolidin-2-one). Reaction SMILES: [Cl:1][C:2]1[CH:3]=[C:4]([CH2:13][NH2:14])[CH:5]=[CH:6][C:7]=1[O:8][C:9]([F:12])([F:11])[F:10].[CH2:15]([O:17][C:18]1[CH:25]=[CH:24][CH:23]=[C:22]([F:26])[C:19]=1[CH:20]=O)[CH3:16]>>[Cl:1][CH:2]1[CH2:3][CH:20]([C:19]2[C:22]([F:26])=[CH:23][CH:24]=[CH:25][C:18]=2[O:17][CH2:15][CH3:16])[N:14]([CH2:13][C:4]2[CH:5]=[CH:6][C:7]([O:8][C:9]([F:11])([F:12])[F:10])=[C:2]([Cl:1])[CH:3]=2)[C:7]1=[O:8]. Procedure: Prepared according to the described general procedures 10A2 (GP10A2), 10B (GP10B), 10F (GP10F), and 10D (GP10D) using commercially available (3-chloro-4-(trifluoromethoxy)phenyl)methanamine and synthesized 2-ethoxy-6-fluorobenzaldehyde. Subsequent purification by preparative HPLC afforded the target compound. LC-MS (conditions A): tR=1.00 min.; [M+H]+: 465.77 g/mol. Reactants: CCN(C(C)C)C(C)C, C1CCOC1, CS(=O)(=O)Cl, ON=C(Cl)C1COC2(CCCCC2)O1. Yields the product CS(=O)(=O)ON=C(Cl)C1COC2(CCCCC2)O1. RXN SMILES: [CH2:20]([N:21]([CH:22]([CH3:23])[CH3:24])[CH:25]([CH3:26])[CH3:27])[CH3:28].[CH2:29]1[O:30][CH2:31][CH2:32][CH2:33]1.[CH3:15][S:16]([Cl:17])(=[O:18])=[O:19].[OH:1][N:2]=[C:3]([CH:4]1[O:5][C:6]2([O:7][CH2:8]1)[CH2:9][CH2:10][CH2:11][CH2:12][CH2:13]2)[Cl:14]>>[O:1]([N:2]=[C:3]([CH:4]1[O:5][C:6]2([O:7][CH2:8]1)[CH2:9][CH2:10][CH2:11][CH2:12][CH2:13]2)[Cl:14])[S:16]([CH3:15])(=[O:18])=[O:19].